Dataset: the Open Reaction Database (ORD), a public repository of structured organic reaction records. Task: describe an organic reaction: reactants, conditions, products, and yield Starting materials: O (water), C([O-])([O-])=O.[K+].[K+] (potassium carbonate), BrCC=C (3-bromopropene), tautomeric mixture, CN1C(=O)N(C(=O)C=C1C(F)(F)F)C1=CC2=C(N=C(N2)C(F)(F)F)C=C1 (1-methyl-3-(2-trifluoromethylbenzimidazol-5-yl)-6-trifluoromethyluracil), CN1C(=O)N(C(=O)C=C1C(F)(F)F)C=1C=CC2=C(N=C(N2)C(F)(F)F)C1 (1-methyl-3-(2-trifluoromethylbenzimidazol-6-yl)-6-trifluoromethyluracil). The solvent is CN(C=O)C (N,N-dimethylformamide). Conditions: time 1 hour. The product is CN1C(=O)N(C(=O)C=C1C(F)(F)F)C=1C=CC2=C(N(C(=N2)C(F)(F)F)CC=C)C1 (1-methyl-3-[1-(2-propen-1-yl)-2-trifluoromethylbenzimidazol-6-yl]-6-trifluoromethyluracil). As a reaction SMILES: [CH3:1][N:2]1[C:9]([C:10]([F:13])([F:12])[F:11])=[CH:8][C:6](=[O:7])[N:5]([C:14]2[CH:26]=[CH:25][C:17]3[N:18]=[C:19]([C:21]([F:24])([F:23])[F:22])[NH:20][C:16]=3[CH:15]=2)[C:3]1=[O:4].C(=O)([O-])[O-].[K+].[K+].Br[CH2:34][CH:35]=[CH2:36].O>CN(C)C=O>[CH3:1][N:2]1[C:9]([C:10]([F:11])([F:12])[F:13])=[CH:8][C:6](=[O:7])[N:5]([C:14]2[CH:26]=[CH:25][C:17]3[N:18]=[C:19]([C:21]([F:23])([F:24])[F:22])[N:20]([CH2:36][CH:35]=[CH2:34])[C:16]=3[CH:15]=2)[C:3]1=[O:4] |f:1.2.3|. Procedure details: Under a nitrogen atmosphere, 1.3 grams (0.003 mole) of a tautomeric mixture of 1-methyl-3-(2-trifluoromethylbenzimidazol-5-yl)-6-trifluoromethyluracil and 1-methyl-3-(2-trifluoromethylbenzimidazol-6-yl)-6-trifluoromethyluracil (prepared in Example 4) in 15 mL of N,N-dimethylformamide was stirred, and 0.9 gram (0.007 mole) of potassium carbonate was added. The reaction mixture was then stirred at ambient temperature for one hour, and 0.5 gram (0.004 mole) of 3-bromopropene was added in one portio... Reactants: CC(=O)C1=CC(=CC(=C1)F)F (3,5-difluoro acetophenone), [Se](=O)=O (selenium dioxide). Product: FC=1C=C(C=C(C1)F)C(C=O)=O ((3,5-Difluorophenyl)(oxo)acetaldehyde). The yield is 85.6%. RXN SMILES: [CH3:1][C:2]([C:4]1[CH:9]=[C:8]([F:10])[CH:7]=[C:6]([F:11])[CH:5]=1)=[O:3].[Se](=O)=[O:13]>>[F:11][C:6]1[CH:5]=[C:4]([C:2](=[O:3])[CH:1]=[O:13])[CH:9]=[C:8]([F:10])[CH:7]=1. Reported procedure: (3,5-Difluorophenyl)(oxo)acetaldehyde (28 g, 84%) was prepared from 3,5-difluoro acetophenone (30.0 g, 192.3 mmol) and selenium dioxide (23.55 g, 214.0 mmol) according to the typical procedure used for Preparation 1. Starting materials: BrC1=NC=CC=C1C (2-Bromo-3-methylpyridine), B(C1=CC=CC=C1NC(=O)OC(C)(C)C)(O)O (N-(tert-butoxycarbonyl)-2-amino-1-phenylboronic acid). The product is CC=1C(=NC=CC1)C1=C(C=CC=C1)NC(OC(C)(C)C)=O (tert-butyl 2-(3-methyl-2-pyridinyl)phenylcarbamate). The yield is 132.3%. As a reaction SMILES: Br[C:2]1[C:7]([CH3:8])=[CH:6][CH:5]=[CH:4][N:3]=1.B(O)(O)[C:10]1[C:15]([NH:16][C:17]([O:19][C:20]([CH3:23])([CH3:22])[CH3:21])=[O:18])=[CH:14][CH:13]=[CH:12][CH:11]=1>>[CH3:8][C:7]1[C:2]([C:14]2[CH:13]=[CH:12][CH:11]=[CH:10][C:15]=2[NH:16][C:17](=[O:18])[O:19][C:20]([CH3:22])([CH3:21])[CH3:23])=[N:3][CH:4]=[CH:5][CH:6]=1. Procedure: 2-Bromo-3-methylpyridine (0.65 g, 3.8 mmol) and N-(tert-butoxycarbonyl)-2-amino-1-phenylboronic acid (0.90 g, 3.8 mmol), prepared according to the method described by J. J. S. Lambda and J. M. Tour in J. Am. Chem. SDC., 1994,116,11723-11736, were coupled as in Example 70 (also see J. Org. Chem., 1995, 60, 292), to give 1.43 g of crude tert-butyl 2-(3-methyl-2-pyridinyl)phenylcarbamate, which was deprotected as in Example 75 to give 0.45 g of 2-(3-methyl-2-pyridinyl)aniline. Reactants: OC1=CC=2C=3C4=C(C(=CC3NC2C=C1)I)C(NC4=O)=O (9-hydroxy-4-iodopyrrolo[3,4-c]carbazole-1,3(2H,6H)-dione), C(=O)C1=CC=C(C=C1)B(O)O (4-formylbenzeneboronic acid). Product: OC1=CC=2C=3C4=C(C(=CC3NC2C=C1)C1=CC=C(C=O)C=C1)C(NC4=O)=O (4-(9-hydroxy-1,3-dioxo-1,2,3,6-tetrahydropyrrolo[3,4-c]carbazol-4-yl)benzaldehyde). Yield: 52.0%. RXN SMILES: [OH:1][C:2]1[CH:14]=[CH:13][C:12]2[NH:11][C:10]3[CH:9]=[C:8](I)[C:7]4[C:16](=[O:20])[NH:17][C:18](=[O:19])[C:6]=4[C:5]=3[C:4]=2[CH:3]=1.[CH:21]([C:23]1[CH:28]=[CH:27][C:26](B(O)O)=[CH:25][CH:24]=1)=[O:22]>>[OH:1][C:2]1[CH:14]=[CH:13][C:12]2[NH:11][C:10]3[CH:9]=[C:8]([C:26]4[CH:27]=[CH:28][C:23]([CH:21]=[O:22])=[CH:24][CH:25]=4)[C:7]4[C:16](=[O:20])[NH:17][C:18](=[O:19])[C:6]=4[C:5]=3[C:4]=2[CH:3]=1. Procedure: The reaction of 9-hydroxy-4-iodopyrrolo[3,4-c]carbazole-1,3(2H,6H)-dione, prepared as in example 7, with 4-formylbenzeneboronic acid according to the procedure described in example 8 gave 4-(9-hydroxy-1,3-dioxo-1,2,3,6-tetrahydropyrrolo[3,4-c]carbazol-4-yl)benzaldehyde (509) (I; Ar=4-formylphenyl) in a 52% yield; mp (THF/CH2Cl2/pentane) 276–280° C. 1H NMR [(CD3)2SO] δ 11.84 (br s, 1H), 11.07 (br s, 1H), 10.11 (s, 1H), 9.28 (br s, 1H), 8.34 (d, J=2.3 Hz, 1H), 8.00 (d, J=8.2 Hz, 2H), 7.85 (d, J=8....